describe an organic reaction: reactants, conditions, products, and yield From a dataset of the Open Reaction Database (ORD), a public repository of structured organic reaction records. Reactants: C(C)(=O)[O-].[K+] (potassium acetate), BrC1=CC=C2CC3(CCC(CC3)OC)C3(N=C(C(=N3)N)C)C2=C1 (6′-Bromo-4-methoxy-5″-methyl-3′H-dispiro[cyclohexane-1,2′-indene-1′,2″-imidazol]-4″-amine), BrC1=CC(=NC=C1)C#CC (4-bromo-2-(prop-1-ynyl)pyridine), C(=O)([O-])[O-].[K+].[K+] (K2CO3), B1(OC(C(O1)(C)C)(C)C)B2OC(C(O2)(C)C)(C)C (bis(pinacolato)diboron), BrC1=CC(=NC=C1)C#CC (4-bromo-2-(prop-1-ynyl)pyridine). Reagents/catalysts: C1=CC=C(C=C1)P([C-]2C=CC=C2)C3=CC=CC=C3.C1=CC=C(C=C1)P([C-]2C=CC=C2)C3=CC=CC=C3.Cl[Pd]Cl.[Fe+2].C(Cl)Cl (PdCl2(dppf) CH2Cl2), C=1C=CC(=CC1)[P](C=2C=CC=CC2)(C=3C=CC=CC3)[Pd]([P](C=4C=CC=CC4)(C=5C=CC=CC5)C=6C=CC=CC6)([P](C=7C=CC=CC7)(C=8C=CC=CC8)C=9C=CC=CC9)[P](C=1C=CC=CC1)(C=1C=CC=CC1)C=1C=CC=CC1 (Pd(Ph3P)4). The solvent is O1CCOCC1 (dioxane), O1CCOCC1 (dioxane), O (water). Run at temperature 110 celsius, time 15 minute. Yields the product COC1CCC2(CC3=CC=C(C=C3C23N=C(C(=N3)N)C)C3=CC(=NC=C3)C#CC)CC1 (4-Methoxy-5″-methyl-6′-[2-(prop-1-yn-1-yl)pyridin-4-yl]-3′H-dispiro[cyclohexane-1,2′-indene-1′,2″-imidazol]-4″-amine). The yield is 8.5%. RXN SMILES: Br[C:2]1[CH:23]=[C:22]2[C:5]([CH2:6][C:7]3([C:15]42[N:19]=[C:18]([NH2:20])[C:17]([CH3:21])=[N:16]4)[CH2:12][CH2:11][CH:10]([O:13][CH3:14])[CH2:9][CH2:8]3)=[CH:4][CH:3]=1.C([O-])(=O)C.[K+].B1(B2OC(C)(C)C(C)(C)O2)OC(C)(C)C(C)(C)O1.C([O-])([O-])=O.[K+].[K+].Br[C:54]1[CH:59]=[CH:58][N:57]=[C:56]([C:60]#[C:61][CH3:62])[CH:55]=1>O1CCOCC1.C1C=CC(P(C2C=CC=CC=2)[C-]2C=CC=C2)=CC=1.C1C=CC(P(C2C=CC=CC=2)[C-]2C=CC=C2)=CC=1.Cl[Pd]Cl.[Fe+2].C(Cl)Cl.C1C=CC([P]([Pd]([P](C2C=CC=CC=2)(C2C=CC=CC=2)C2C=CC=CC=2)([P](C2C=CC=CC=2)(C2C=CC=CC=2)C2C=CC=CC=2)[P](C2C=CC=CC=2)(C2C=CC=CC=2)C2C=CC=CC=2)(C2C=CC=CC=2)C2C=CC=CC=2)=CC=1.O>[CH3:14][O:13][CH:10]1[CH2:11][CH2:12][C:7]2([C:15]3([N:19]=[C:18]([NH2:20])[C:17]([CH3:21])=[N:16]3)[C:22]3[C:5](=[CH:4][CH:3]=[C:2]([C:54]4[CH:59]=[CH:58][N:57]=[C:56]([C:60]#[C:61][CH3:62])[CH:55]=4)[CH:23]=3)[CH2:6]2)[CH2:8][CH2:9]1 |f:1.2,4.5.6,9.10.11.12.13,^1:115,117,136,155|. Procedure: (1r,4r)-6′-Bromo-4-methoxy-5″-methyl-3′H-dispiro[cyclohexane-1,2″-indene-1′,2″-imidazol]-4″-amine (Example 19, 75 mg, 0.20 mmol), potassium acetate (39.1 mg, 0.40 mmol), bis(pinacolato)diboron (55.7 mg, 0.22 mmol) and PdCl2(dppf)-CH2Cl2 adduct (8.14 mg, 9.97 μmol) were taken up in dioxane (2 mL) in a microwave vial. The reaction vessel was sealed and heated at 110° C. for 30 min and then at 120° C. for 15 min in a Biotage Initiator. After cooling, K2CO3 (55 mg, 0.40 mmol), Pd(Ph3P)4 (11.5 mg, 9.... Reactants: COC(\C=C\C=1C=CC2=C(C(N(C3(CCN(CC3)C(=O)OC(C)(C)C)O2)C)=O)C1)=O ((E)-3-{1′-tert-butoxycarbonyl-3,4-dihydro-3-methyl-4-oxo-spiro[2H-(1,3)-benzoxazine-2,4′-piperidin]-6-yl}-acrylic acid methyl ester), Cl (HCl). Solvent: O1CCOCC1 (dioxane), C(Cl)Cl (DCM). Conditions: time 4 hour. The product is Cl.COC(\C=C\C=1C=CC2=C(C(N(C3(CCNCC3)O2)C)=O)C1)=O ((E)-3-{3,4-dihydro-3-methyl-4-oxo-spiro[2H-(1,3)-benzoxazine-2,4′-piperidin]-6-yl}-acrylic acid methyl ester hydrochloride). Reaction SMILES: [CH3:1][O:2][C:3](=[O:30])/[CH:4]=[CH:5]/[C:6]1[CH:7]=[CH:8][C:9]2[O:26][C:13]3([CH2:18][CH2:17][N:16](C(OC(C)(C)C)=O)[CH2:15][CH2:14]3)[N:12]([CH3:27])[C:11](=[O:28])[C:10]=2[CH:29]=1.[ClH:31]>O1CCOCC1.C(Cl)Cl>[ClH:31].[CH3:1][O:2][C:3](=[O:30])/[CH:4]=[CH:5]/[C:6]1[CH:7]=[CH:8][C:9]2[O:26][C:13]3([CH2:18][CH2:17][NH:16][CH2:15][CH2:14]3)[N:12]([CH3:27])[C:11](=[O:28])[C:10]=2[CH:29]=1 |f:4.5|. Procedure: A mixture of (E)-3-{1′-tert-butoxycarbonyl-3,4-dihydro-3-methyl-4-oxo-spiro[2H-(1,3)-benzoxazine-2,4′-piperidin]-6-yl}-acrylic acid methyl ester (3.00 g, 7.21 mmol) and 4 M HCl in dioxane (5 ml) in DCM (150 ml) was stirred at RT for 4 h. The precipitate was filtered off to give (E)-3-{3,4-dihydro-3-methyl-4-oxo-spiro[2H-(1,3)-benzoxazine-2,4′-piperidin]-6-yl}-acrylic acid methyl ester hydrochloride (2.46 g). Starting materials: C1(=CC=CC=C1)C1=C(C(=CC=C1)C1=CC=CC=C1)O (2,6-diphenyl phenol), ClS(=O)(=O)N=C=O (chlorosulfonyl isocyanate). The solvent is C(C)OCC (ethyl ether), CCCCCC (hexane). The product is C1(=CC=CC=C1)C1=C(C(=CC=C1)C1=CC=CC=C1)OC(NS(=O)(=O)Cl)=O ([1,1':3',1"-terphenyl]-2'-yl(chlorosulfonyl)carbamate). As a reaction SMILES: [C:1]1([C:7]2[CH:12]=[CH:11][CH:10]=[C:9]([C:13]3[CH:18]=[CH:17][CH:16]=[CH:15][CH:14]=3)[C:8]=2[OH:19])[CH:6]=[CH:5][CH:4]=[CH:3][CH:2]=1.[Cl:20][S:21]([N:24]=[C:25]=[O:26])(=[O:23])=[O:22]>C(OCC)C.CCCCCC>[C:13]1([C:9]2[CH:10]=[CH:11][CH:12]=[C:7]([C:1]3[CH:6]=[CH:5][CH:4]=[CH:3][CH:2]=3)[C:8]=2[O:19][C:25](=[O:26])[NH:24][S:21]([Cl:20])(=[O:23])=[O:22])[CH:14]=[CH:15][CH:16]=[CH:17][CH:18]=1. Reported procedure: A solution of 2,6-diphenyl phenol (25.0 g, 101 mmol) in 250 mL ethyl ether was added dropwise to a solution of chlorosulfonyl isocyanate (9.7 mL, 112 μmol) in 100 mL hexane at -15° C. under an atmosphere of nitrogen. The resulting white suspension was allowed to warm to room temperature over 2 hours. Concentrated in vacuo and triturated with ice cold hexane. Vacuum filtration afforded the title compound as a white solid, mp 159°-162° C. Procedure: 5-amino-N-(2-chlorophenyl)-3-(pyridin-3-ylamino)-1H-1,2,4-triazole-1-carboxamide; 5-amino-N-(3-chlorophenyl)-3-(pyridin-3-ylamino)-1H-1,2,4-triazole-1-carboxamide; 3-amino-N-(2-chlorophenyl)-5-(pyridin-3-ylamino)-1H-1,2,4-triazole-1-carboxamide; and 5-amino-N-(4-methylphenyl)-3-(pyridin-3-ylamino)-1H-1,2,4-triazole-1-carboxamide. Starting materials: NC1=NC(=NN1C(=O)NC1=C(C=CC=C1)Cl)NC=1C=NC=CC1 (5-amino-N-(2-chlorophenyl)-3-(pyridin-3-ylamino)-1H-1,2,4-triazole-1-carboxamide), NC1=NC(=NN1C(=O)NC1=CC=C(C=C1)C)NC=1C=NC=CC1 (5-amino-N-(4-methylphenyl)-3-(pyridin-3-ylamino)-1H-1,2,4-triazole-1-carboxamide), NC1=NC(=NN1C(=O)NC1=CC(=CC=C1)Cl)NC=1C=NC=CC1 (5-amino-N-(3-chlorophenyl)-3-(pyridin-3-ylamino)-1H-1,2,4-triazole-1-carboxamide), NC1=NN(C(=N1)NC=1C=NC=CC1)C(=O)NC1=C(C=CC=C1)Cl (3-amino-N-(2-chlorophenyl)-5-(pyridin-3-ylamino)-1H-1,2,4-triazole-1-carboxamide). Product: NC1=NC(=NN1C(=O)NCC1=CC=CC=C1)NC=1C=NC=CC1 (5-amino-N-benzyl-3-(pyridin-3-ylamino)-1H-1,2,4-triazole-1-carboxamide). Reaction SMILES: [NH2:1][C:2]1[N:6]([C:7]([NH:9][C:10]2[CH:15]=[CH:14][CH:13]=[CH:12][C:11]=2Cl)=[O:8])[N:5]=[C:4]([NH:17][C:18]2[CH:19]=[N:20][CH:21]=[CH:22][CH:23]=2)[N:3]=1.N[C:25]1N(C(NC2C=CC=C(Cl)C=2)=O)N=C(NC2C=NC=CC=2)N=1.NC1N=C(NC2C=NC=CC=2)N(C(NC2C=CC=CC=2Cl)=O)N=1.NC1N(C(NC2C=CC(C)=CC=2)=O)N=C(NC2C=NC=CC=2)N=1>>[NH2:1][C:2]1[N:6]([C:7]([NH:9][CH2:10][C:15]2[CH:14]=[CH:13][CH:12]=[CH:11][CH:25]=2)=[O:8])[N:5]=[C:4]([NH:17][C:18]2[CH:19]=[N:20][CH:21]=[CH:22][CH:23]=2)[N:3]=1. Reactants: CC1CCCCn2c1nc(-c1ccncn1)cc2=O, C[Si](C)(C)[N-][Si](C)(C)C, CC(=O)O, CCOC(C)=O, CN1CCCN(C)C1=O, CC(C)c1cc(C(C)C)c(S(=O)(=O)N=[N+]=[N-])c(C(C)C)c1, [Li+], C1CCOC1, C1CCOC1. Product: CC1(N=[N+]=[N-])CCCCn2c1nc(-c1ccncn1)cc2=O. As a reaction SMILES: [CH3:1][CH:2]1[c:3]2[n:4]([c:9](=[O:19])[cH:10][c:11](-[c:13]3[n:14][cH:15][n:16][cH:17][cH:18]3)[n:12]2)[CH2:5][CH2:6][CH2:7][CH2:8]1.[CH3:20][Si:21]([N-:22][Si:23]([CH3:24])([CH3:25])[CH3:26])([CH3:27])[CH3:28].[CH3:51][C:52](=[O:53])[OH:54].[CH3:60][CH2:61][O:62][C:63](=[O:64])[CH3:65].[CH3:66][N:67]1[CH2:68][CH2:69][CH2:70][N:71]([CH3:72])[C:73]1=[O:74].[CH:30]([c:31]1[cH:32][c:33]([CH:34]([CH3:35])[CH3:36])[cH:37][c:38]([CH:39]([CH3:40])[CH3:41])[c:42]1[S:43](=[O:44])(=[O:45])[N:48]=[N+:49]=[N-:50])([CH3:46])[CH3:47].[Li+:29].[O:55]1[CH2:56][CH2:57][CH2:58][CH2:59]1.[O:75]1[CH2:76][CH2:77][CH2:78][CH2:79]1>>[CH3:1][C:2]1([N:48]=[N+:49]=[N-:50])[c:3]2[n:4]([c:9](=[O:19])[cH:10][c:11](-[c:13]3[n:14][cH:15][n:16][cH:17][cH:18]3)[n:12]2)[CH2:5][CH2:6][CH2:7][CH2:8]1.